Dataset: the Open Reaction Database (ORD), a public repository of structured organic reaction records. Task: describe an organic reaction: reactants, conditions, products, and yield Starting materials: CC(=O)OC(C)=O, O=[N+]([O-])c1cnn2c1-c1ccccc1NC2c1ccccc1. Yields the product CC(=O)N1c2ccccc2-c2c([N+](=O)[O-])cnn2C1c1ccccc1. RXN SMILES: [CH3:23][C:24](=[O:25])[O:26][C:27](=[O:28])[CH3:29].[N+:1](=[O:2])([O-:3])[c:4]1[cH:5][n:6][n:7]2[c:16]1-[c:15]1[c:10]([cH:11][cH:12][cH:13][cH:14]1)[NH:9][CH:8]2[c:17]1[cH:18][cH:19][cH:20][cH:21][cH:22]1>>[N+:1](=[O:2])([O-:3])[c:4]1[cH:5][n:6][n:7]2[c:16]1-[c:15]1[c:10]([cH:11][cH:12][cH:13][cH:14]1)[N:9]([C:24]([CH3:23])=[O:25])[CH:8]2[c:17]1[cH:18][cH:19][cH:20][cH:21][cH:22]1. Starting materials: C(C)(C)(C)OC(=O)N1CC(N(CC1)C1=C2N=C(N(C2=NC=N1)C1=CC=C(C=C1)Cl)C1=C(C=CC=C1)Cl)C(=O)O (4-[9-(4-Chlorophenyl)-8-(2-chlorophenyl)-9H-purin-6-yl]-piperazine-1,3-dicarboxylic acid tert-butyl ester), O1CCOCC1 (dioxane). The solvent is Cl (HCl). Reaction conditions: time 30 minute. Product: Cl.C(C)OC(=O)C1N(CCNC1)C1=C2N=C(N(C2=NC=N1)C1=CC=C(C=C1)Cl)C1=C(C=CC=C1)Cl (1-[9-(4-Chlorophenyl)-8-(2-chlorophenyl)-9H-purin-6-yl]-piperazine-2-carboxylic Acid Ethyl Ester, Hydrochloride Salt). As a reaction SMILES: C(OC([N:8]1[CH2:13][CH2:12][N:11]([C:14]2[N:22]=[CH:21][N:20]=[C:19]3[C:15]=2[N:16]=[C:17]([C:30]2[CH:35]=[CH:34][CH:33]=[CH:32][C:31]=2[Cl:36])[N:18]3[C:23]2[CH:28]=[CH:27][C:26]([Cl:29])=[CH:25][CH:24]=2)[CH:10]([C:37]([OH:39])=[O:38])[CH2:9]1)=O)(C)(C)C.O1CCO[CH2:42][CH2:41]1>Cl>[ClH:29].[CH2:41]([O:39][C:37]([CH:10]1[CH2:9][NH:8][CH2:13][CH2:12][N:11]1[C:14]1[N:22]=[CH:21][N:20]=[C:19]2[C:15]=1[N:16]=[C:17]([C:30]1[CH:35]=[CH:34][CH:33]=[CH:32][C:31]=1[Cl:36])[N:18]2[C:23]1[CH:24]=[CH:25][C:26]([Cl:29])=[CH:27][CH:28]=1)=[O:38])[CH3:42] |f:3.4|. Procedure details: 4-[9-(4-Chlorophenyl)-8-(2-chlorophenyl)-9H-purin-6-yl]-piperazine-1,3-dicarboxylic acid tert-butyl ester I-(8A-1)a was dissolved in 4 M HCl in dioxane (0.5 ml). After 30 minutes, the now heterogeneous reaction was concentrated under reduced pressure and then triturated from ether to afford title compound 8A-1 (38 mg, quantitative): +ESI MS (M+1) 497.2; 1H NMR (400 MHz, CD3OD) δ 8.43 (s, 1H), 7.58 (d, J=7.5 Hz, 1H), 7.51–7.30 (m, 7H), 4.35–4.15 (m, 2H), 4.06 (d, J=13.3 Hz, 1H), 3.73–3.47 (m, 5H)...